From a dataset of the Open Reaction Database (ORD), a public repository of structured organic reaction records. describe an organic reaction: reactants, conditions, products, and yield Starting materials: CC1CCN(Cc2ccccc2[N+](=O)[O-])C(=O)OC1, CCO, [Cl-], [Fe], [NH4+], O. The product is CC1CCN(Cc2ccccc2N)C(=O)OC1. Reaction SMILES: [CH3:1][CH:2]1[CH2:3][CH2:4][N:5]([CH2:10][c:11]2[c:12]([N+:17]([O-:18])=[O:19])[cH:13][cH:14][cH:15][cH:16]2)[C:6](=[O:9])[O:7][CH2:8]1.[CH3:23][CH2:24][OH:25].[Cl-:20].[Fe:26].[NH4+:21].[OH2:22]>>[CH3:1][CH:2]1[CH2:3][CH2:4][N:5]([CH2:10][c:11]2[c:12]([NH2:17])[cH:13][cH:14][cH:15][cH:16]2)[C:6](=[O:9])[O:7][CH2:8]1. Starting materials: CC(=O)Cl, COc1ccc(C2CCCCC2(O)C(C)CN(C)C)cc1OC, CC(C)O, Cl, C1CCOC1. The product is COc1ccc(C2CCCCC2(OC(C)=O)C(C)CN(C)C)cc1OC, Cl. RXN SMILES: [CH3:1][C:2]([Cl:3])=[O:4].[CH3:5][O:6][c:7]1[cH:8][c:9]([CH:15]2[C:16]([OH:21])([CH:22]([CH2:23][N:24]([CH3:25])[CH3:26])[CH3:27])[CH2:17][CH2:18][CH2:19][CH2:20]2)[cH:10][cH:11][c:12]1[O:13][CH3:14].[CH:29]([OH:30])([CH3:31])[CH3:32].[ClH:28].[O:33]1[CH2:34][CH2:35][CH2:36][CH2:37]1>>[CH3:1][C:2](=[O:4])[O:21][C:16]1([CH:22]([CH2:23][N:24]([CH3:25])[CH3:26])[CH3:27])[CH:15]([c:9]2[cH:8][c:7]([O:6][CH3:5])[c:12]([O:13][CH3:14])[cH:11][cH:10]2)[CH2:20][CH2:19][CH2:18][CH2:17]1.[ClH:3]. Starting materials: BrC=1C=C(C=CC1)C=1OC=C(N1)C1=NC=CC=C1 (2-[3-bromophenyl]-4-[pyridin-2-yl]-1,3-oxazole), CN(C=O)C (N,N-dimethylformamide). The reagents and catalysts are C=1C=CC(=CC1)[P](C=2C=CC=CC2)(C=3C=CC=CC3)[Pd]([P](C=4C=CC=CC4)(C=5C=CC=CC5)C=6C=CC=CC6)([P](C=7C=CC=CC7)(C=8C=CC=CC8)C=9C=CC=CC9)[P](C=1C=CC=CC1)(C=1C=CC=CC1)C=1C=CC=CC1 (Pd(PPh3)4), [C-]#N.[Zn+2].[C-]#N (zinc cyanide). Reaction conditions: temperature 80 celsius. Yields the product C(#N)C=1C=C(C=CC1)C=1OC=C(N1)C1=NC=CC=C1 (2-[3-cyanophenyl]-4-[pyridin-2-yl]-1,3-oxazole). Yield: 32.0%. Reaction SMILES: Br[C:2]1[CH:3]=[C:4]([C:8]2[O:9][CH:10]=[C:11]([C:13]3[CH:18]=[CH:17][CH:16]=[CH:15][N:14]=3)[N:12]=2)[CH:5]=[CH:6][CH:7]=1.[CH3:19][N:20](C)C=O>[C-]#N.[Zn+2].[C-]#N.C1C=CC([P]([Pd]([P](C2C=CC=CC=2)(C2C=CC=CC=2)C2C=CC=CC=2)([P](C2C=CC=CC=2)(C2C=CC=CC=2)C2C=CC=CC=2)[P](C2C=CC=CC=2)(C2C=CC=CC=2)C2C=CC=CC=2)(C2C=CC=CC=2)C2C=CC=CC=2)=CC=1>[C:19]([C:2]1[CH:3]=[C:4]([C:8]2[O:9][CH:10]=[C:11]([C:13]3[CH:18]=[CH:17][CH:16]=[CH:15][N:14]=3)[N:12]=2)[CH:5]=[CH:6][CH:7]=1)#[N:20] |f:2.3.4,^1:32,34,53,72|. Procedure: A mixture of 2-[3-bromophenyl]-4-[pyridin-2-yl]-1,3-oxazole (23 mg, 0.076 mmol) and zinc cyanide (112 mg, 0.96 mmol) in N,N-dimethylformamide (2 mL) was treated with Pd(PPh3)4 (74 mg, 0.064 mmol) and heated overnight at 80° C. Standard work up and chromatography afforded 6 mg (32%) of 2-[3-cyanophenyl]-4-[pyridin-2-yl]-1,3-oxazole as a white solid. 1H-NMR (CDCl3), δ (ppm): 8.61 (d, 1H), 8.45 (s, 1H), 8.38 (s, 1H), 8.36 (m, 1H),8.00 (d, 1H), 7.80 (m, 2H), 7.61 (t, 1H), 7.23 (m, 1H). Reactants: resultant mixture, NC(=O)N (urea), N(=O)[O-].[Na+] (sodium nitrite), ClC1=CC(=C(N)C=C1O)F (4-Chloro-2-fluoro-5-hydroxyaniline), stannous chloride, N(=O)[O-].[Na+] (sodium nitrite). The solvent is O (water), Cl (hydrochloric acid), Cl (hydrochloric acid). Reaction conditions: temperature 0 celsius, time 1 hour. Product: ClC1=CC(=C(C=C1O)NN)F (4-chloro-2-fluoro-5-hydroxyphenylhydrazine). The yield is 9.1%. RXN SMILES: [Cl:1][C:2]1[C:8]([OH:9])=[CH:7][C:5]([NH2:6])=[C:4]([F:10])[CH:3]=1.[N:11]([O-])=O.[Na+].NC(N)=O>Cl.O>[Cl:1][C:2]1[C:8]([OH:9])=[CH:7][C:5]([NH:6][NH2:11])=[C:4]([F:10])[CH:3]=1 |f:1.2|. Procedure details: 4-Chloro-2-fluoro-5-hydroxyaniline (10 g) was dissolved in conc. hydrochloric acid (130 ml) under heating, and the resultant mixture was cooled to 0° C. To the resulting mixture, there was dropwise added a solution of sodium nitrite (4.5 g) in water (20 ml). After completion of the addition, the mixture was further stirred at 5 to -5° C. for 1 hour, and urea was added thereto, whereby excessive sodium nitrite ion was decomposed. The resulting mixture was cooled to -30° to -25° C., and a solution... The reactants are BrC=1SC2=C(N1)C=C(C(=C2C2=CC=C(C=C2)Cl)[C@@H](C(=O)OCC)OC(C)(C)C)C ((S)-ethyl 2-(2-bromo-7-(4-chlorophenyl)-5-methylbenzo[d]thiazol-6-yl)-2-tert-butoxyacetate), [Cl-].[Li+] (lithium chloride), C(CCC)[Sn](C1=NC=CC(=N1)Cl)(CCCC)CCCC (2-(tributylstannyl)-4-chloropyrimidine). Reagents/catalysts: C=1C=CC(=CC1)[P](C=2C=CC=CC2)(C=3C=CC=CC3)[Pd]([P](C=4C=CC=CC4)(C=5C=CC=CC5)C=6C=CC=CC6)([P](C=7C=CC=CC7)(C=8C=CC=CC8)C=9C=CC=CC9)[P](C=1C=CC=CC1)(C=1C=CC=CC1)C=1C=CC=CC1 (tetrakis(triphenylphosphine)palladium(0)), [Cu]I (copper(I) iodide). Run in O1CCOCC1 (dioxane). Conditions: temperature 90 celsius, time 18 hour. Yields the product C(C)(C)(C)O[C@H](C(=O)OCC)C1=C(C2=C(N=C(S2)C2=NC=CC(=N2)Cl)C=C1C)C1=CC=C(C=C1)Cl ((S)-ethyl 2-tert-butoxy-2-(7-(4-chlorophenyl)-2-(4-chloropyrimidin-2-yl)-5-methylbenzo[d]thiazol-6-yl)acetate). As a reaction SMILES: Br[C:2]1[S:3][C:4]2[C:10]([C:11]3[CH:16]=[CH:15][C:14]([Cl:17])=[CH:13][CH:12]=3)=[C:9]([C@H:18]([O:24][C:25]([CH3:28])([CH3:27])[CH3:26])[C:19]([O:21][CH2:22][CH3:23])=[O:20])[C:8]([CH3:29])=[CH:7][C:5]=2[N:6]=1.[Cl-].[Li+].C([Sn](CCCC)(CCCC)[C:37]1[N:42]=[C:41]([Cl:43])[CH:40]=[CH:39][N:38]=1)CCC>O1CCOCC1.C1C=CC([P]([Pd]([P](C2C=CC=CC=2)(C2C=CC=CC=2)C2C=CC=CC=2)([P](C2C=CC=CC=2)(C2C=CC=CC=2)C2C=CC=CC=2)[P](C2C=CC=CC=2)(C2C=CC=CC=2)C2C=CC=CC=2)(C2C=CC=CC=2)C2C=CC=CC=2)=CC=1.[Cu]I>[C:25]([O:24][C@@H:18]([C:9]1[C:8]([CH3:29])=[CH:7][C:5]2[N:6]=[C:2]([C:37]3[N:42]=[C:41]([Cl:43])[CH:40]=[CH:39][N:38]=3)[S:3][C:4]=2[C:10]=1[C:11]1[CH:16]=[CH:15][C:14]([Cl:17])=[CH:13][CH:12]=1)[C:19]([O:21][CH2:22][CH3:23])=[O:20])([CH3:28])([CH3:27])[CH3:26] |f:1.2,^1:61,63,82,101|. Procedure: (S)-ethyl 2-(2-bromo-7-(4-chlorophenyl)-5-methylbenzo[d]thiazol-6-yl)-2-tert-butoxyacetate (500 mg, 1.01 mmol), tetrakis(triphenylphosphine)palladium(0) (174 mg, 0.15 mmol), lithium chloride (128 mg, 3.02 mmol), and copper(I) iodide (58 mg, 0.3 mmol) were taken in a microwave vial, and the vial was vacuum pumped and flushed with argon three times. To this mixture was added 2-(tributylstannyl)-4-chloropyrimidine (447 mg, 1.11 mmol) in dioxane (12 mL) and the resulting mixture was stirred at 90° C... The reactants are S1C(=CC=C1)CC(=O)N1C[C@H](CCC1)C(=O)O ((S)-1-(2-thiopheneacetyl)-3-piperidine carboxylic acid), N (ammonia), C(C)OCC (Diethyl ether). Run in CO (methanol), C(C)(=O)OCC (ethyl acetate). Product: [NH4+].S1C(=CC=C1)CC(=O)N1C[C@H](CCC1)C(=O)[O-] ((S)-1-(2-Thiopheneacetyl)-3-piperidinecarboxylic Acid Ammonium Salt). RXN SMILES: [S:1]1[CH:5]=[CH:4][CH:3]=[C:2]1[CH2:6][C:7]([N:9]1[CH2:14][CH2:13][CH2:12][C@H:11]([C:15]([OH:17])=[O:16])[CH2:10]1)=[O:8].N.C(OCC)C>C(OCC)(=O)C.CO>[NH4+:9].[S:1]1[CH:5]=[CH:4][CH:3]=[C:2]1[CH2:6][C:7]([N:9]1[CH2:14][CH2:13][CH2:12][C@H:11]([C:15]([O-:17])=[O:16])[CH2:10]1)=[O:8] |f:5.6|. Reported procedure: A small amount of (S)-1-(2-thiopheneacetyl)-3-piperidine carboxylic acid was dissolved, with warming, in ethyl acetate. An excess amount of ammonia in methanol was added. Diethyl ether was then added to the cloudy mixture and a precipitate formed. The product was isolated by centrifugation and decanting, and was then dried under reduced pressure at ambient temperature. This gave (S)-1-(2-thiopheneacetyl)-3-piperidinecarboxylic acid ammonium salt as a white solid. MS m/z (positive ion) 254 (MH+; ... Starting materials: OC=1C=C2C(NC=NC2=CC1OC)=O (6-hydroxy-7-methoxyquinazoline-4(3H)-one), C(=O)([O-])[O-].[Cs+].[Cs+] (Cs2CO3), BrCC (bromoethane). Solvent: O.CC#N.CO (H2O MeCN MeOH). Run at time 30 minute. Yields the product C(C)OC=1C=C2C(NC=NC2=CC1OC)=O (6-ethoxy-7-methoxyquinazolin-4(3H)-one). Isolated yield 48.0%. RXN SMILES: [OH:1][C:2]1[CH:3]=[C:4]2[C:9](=[CH:10][C:11]=1[O:12][CH3:13])[N:8]=[CH:7][NH:6][C:5]2=[O:14].C([O-])([O-])=O.[Cs+].[Cs+].Br[CH2:22][CH3:23]>O.CC#N.CO>[CH2:22]([O:1][C:2]1[CH:3]=[C:4]2[C:9](=[CH:10][C:11]=1[O:12][CH3:13])[N:8]=[CH:7][NH:6][C:5]2=[O:14])[CH3:23] |f:1.2.3,5.6.7|. Procedure: A mixture of 6-hydroxy-7-methoxyquinazoline-4(3H)-one (1.0 g, 5.2 mmol) and Cs2CO3 (1.69 g, 5.2 mmol) in H2O:MeCN:MeOH (10:5:1, 20 mL) was stirred at room temperature for 30 minutes and to it was added bromoethane (0.567 g, 5.2 mmol). Then, it was stirred at 60° C. two days. It was filtered to afford 6-ethoxy-7-methoxyquinazolin-4(3H)-one as a solid (0.550 g, 48%). 1H NMR (300 MHz, DMSO-d6) δ 8.0 (s, 1H), 7.91 (s, 1H), 7.4 (d, 1H), 7.1 (d, 1H), 4.15 (t, 2H), 3.9 (s, 3H), 1.4 (t, 3H). As a reaction SMILES: [CH2:10]([CH3:11])[O:12][C:13]([CH2:14][Br:15])=[O:16].[H-:9].[Na+:8].[O:17]=[CH:18][N:19]([CH3:20])[CH3:21].[SH:1][c:2]1[cH:3][cH:4][cH:5][cH:6][cH:7]1>>[S:1]([c:2]1[cH:3][cH:4][cH:5][cH:6][cH:7]1)[CH2:14][C:13]([O:12][CH2:10][CH3:11])=[O:16]. The reactants are CCOC(=O)CBr, [H-], [Na+], CN(C)C=O, Sc1ccccc1. Yields the product CCOC(=O)CSc1ccccc1. Reactants: O=C(O)c1ccc(CBr)c2ccccc12, C[Si](C)(C)CN, CCN=C=NCCCN(C)C, ClCCl, Cl, O. Product: C[Si](C)(C)CNC(=O)c1ccc(CBr)c2ccccc12. Reaction SMILES: [Br:1][CH2:2][c:3]1[cH:4][cH:5][c:6]([C:13](=[O:14])[OH:15])[c:7]2[cH:8][cH:9][cH:10][cH:11][c:12]12.[CH3:16][Si:17]([CH2:18][NH2:19])([CH3:20])[CH3:21].[CH3:23][N:24]([CH3:25])[CH2:26][CH2:27][CH2:28][N:29]=[C:30]=[N:31][CH2:32][CH3:33].[Cl:35][CH2:36][Cl:37].[ClH:22].[OH2:34]>>[Br:1][CH2:2][c:3]1[cH:4][cH:5][c:6]([C:13](=[O:15])[NH:19][CH2:18][Si:17]([CH3:16])([CH3:20])[CH3:21])[c:7]2[cH:8][cH:9][cH:10][cH:11][c:12]12.